Dataset: the Open Reaction Database (ORD), a public repository of structured organic reaction records. Task: describe an organic reaction: reactants, conditions, products, and yield Starting materials: C[Si](C)(C)C#N, CSc1ccc(N=Cc2ccc(C)cc2)cc1. The product is CSc1ccc(NC(C#N)c2ccc(C)cc2)cc1. Reaction SMILES: [CH3:18][Si:19]([CH3:20])([CH3:21])[C:22]#[N:23].[CH3:1][c:2]1[cH:3][cH:4][c:5]([CH:6]=[N:7][c:8]2[cH:9][cH:10][c:11]([S:14][CH3:15])[cH:12][cH:13]2)[cH:16][cH:17]1>>[CH3:1][c:2]1[cH:3][cH:4][c:5]([CH:6]([NH:7][c:8]2[cH:9][cH:10][c:11]([S:14][CH3:15])[cH:12][cH:13]2)[C:22]#[N:23])[cH:16][cH:17]1.